Dataset: the Open Reaction Database (ORD), a public repository of structured organic reaction records. Task: describe an organic reaction: reactants, conditions, products, and yield Reactants: B(OC1=CC=C(C=C1)OCCOCCCC)([O-])[O-] (4-(2-butoxyethoxy)phenyl borate), BrC=1C=CC2=C(C=C(CCN2C)C(=O)NC2=CC=C(C=C2)CN(C2CCOCC2)C)C1 (7-bromo-1-methyl-N-[4-[[N-methyl-N-(tetrahydro-2H-pyran-4-yl)amino]methyl]phenyl]-2,3-dihydro-1H-1-benzazepine-4-carboxamide), C([O-])([O-])=O.[K+].[K+] (potassium carbonate). The reagents and catalysts are C=1C=CC(=CC1)[P](C=2C=CC=CC2)(C=3C=CC=CC3)[Pd]([P](C=4C=CC=CC4)(C=5C=CC=CC5)C=6C=CC=CC6)([P](C=7C=CC=CC7)(C=8C=CC=CC8)C=9C=CC=CC9)[P](C=1C=CC=CC1)(C=1C=CC=CC1)C=1C=CC=CC1 (tetrakistriphenylphosphinepalladium). The solvent is O.C(C)O.C1(=CC=CC=C1)C (water ethanol toluene), C(C)(=O)OCC (ethyl acetate). Conditions: time 30 minute. Product: C(CCC)OCCOC1=CC=C(C=C1)C=1C=CC2=C(C=C(CCN2C)C(=O)NC2=CC=C(C=C2)CN(C2CCOCC2)C)C1 (7-[4-(2-butoxyethoxy)phenyl]-1-methyl-N-[4-[[N-methyl-N-(tetrahydro-2H-pyran-4-yl)amino]methyl]phenyl]-2,3-dihydro-1H-1-benzazepine-4-carboxamide). Isolated yield 52.9%. As a reaction SMILES: B([O-])([O-])O[C:3]1[CH:8]=[CH:7][C:6]([O:9][CH2:10][CH2:11][O:12][CH2:13][CH2:14][CH2:15][CH3:16])=[CH:5][CH:4]=1.Br[C:20]1[CH:21]=[CH:22][C:23]2[N:29]([CH3:30])[CH2:28][CH2:27][C:26]([C:31]([NH:33][C:34]3[CH:39]=[CH:38][C:37]([CH2:40][N:41]([CH3:48])[CH:42]4[CH2:47][CH2:46][O:45][CH2:44][CH2:43]4)=[CH:36][CH:35]=3)=[O:32])=[CH:25][C:24]=2[CH:49]=1.C(=O)([O-])[O-].[K+].[K+]>O.C(O)C.C1(C)C=CC=CC=1.C(OCC)(=O)C.C1C=CC([P]([Pd]([P](C2C=CC=CC=2)(C2C=CC=CC=2)C2C=CC=CC=2)([P](C2C=CC=CC=2)(C2C=CC=CC=2)C2C=CC=CC=2)[P](C2C=CC=CC=2)(C2C=CC=CC=2)C2C=CC=CC=2)(C2C=CC=CC=2)C2C=CC=CC=2)=CC=1>[CH2:13]([O:12][CH2:11][CH2:10][O:9][C:6]1[CH:7]=[CH:8][C:3]([C:20]2[CH:21]=[CH:22][C:23]3[N:29]([CH3:30])[CH2:28][CH2:27][C:26]([C:31]([NH:33][C:34]4[CH:35]=[CH:36][C:37]([CH2:40][N:41]([CH3:48])[CH:42]5[CH2:47][CH2:46][O:45][CH2:44][CH2:43]5)=[CH:38][CH:39]=4)=[O:32])=[CH:25][C:24]=3[CH:49]=2)=[CH:4][CH:5]=1)[CH2:14][CH2:15][CH3:16] |f:2.3.4,5.6.7,^1:76,78,97,116|. Procedure details: In a mixture of water:ethanol:toluene (1:1:10, v/v, 18.0 ml) were dissolved 4-(2-butoxyethoxy)phenyl borate (324 mg) and 7-bromo-1-methyl-N-[4-[[N-methyl-N-(tetrahydro-2H-pyran-4-yl)amino]methyl]phenyl]-2,3-dihydro-1H-1-benzazepine-4-carboxamide (440 mg). To the solution was added potassium carbonate (301 mg), and the mixture was stirred under argon atmosphere at room temperature for 30 minutes. To the mixture was added tetrakistriphenylphosphinepalladium (42 mg), and the mixture was refluxed un... Reactants: C[Si](C)(C)[N-][Si](C)(C)C, [Cl-], Cc1nc(N)nc(-c2cc(Cl)cnc2F)n1, COc1ncc(N)cc1NS(C)(=O)=O, [NH4+], [Na+], CN(C)C=O. Yields the product COc1ncc(Nc2ncc(Cl)cc2-c2nc(C)nc(N)n2)cc1NS(C)(=O)=O. As a reaction SMILES: [CH3:32][Si:33]([N-:34][Si:35]([CH3:36])([CH3:37])[CH3:38])([CH3:39])[CH3:40].[Cl-:41].[Cl:15][c:16]1[cH:17][c:18](-[c:23]2[n:24][c:25]([NH2:30])[n:26][c:27]([CH3:29])[n:28]2)[c:19]([F:22])[n:20][cH:21]1.[NH2:1][c:2]1[cH:3][c:4]([NH:10][S:11](=[O:12])(=[O:13])[CH3:14])[c:5]([O:8][CH3:9])[n:6][cH:7]1.[NH4+:42].[Na+:31].[O:43]=[CH:44][N:45]([CH3:46])[CH3:47]>>[NH:1]([c:2]1[cH:3][c:4]([NH:10][S:11](=[O:12])(=[O:13])[CH3:14])[c:5]([O:8][CH3:9])[n:6][cH:7]1)[c:19]1[c:18](-[c:23]2[n:24][c:25]([NH2:30])[n:26][c:27]([CH3:29])[n:28]2)[cH:17][c:16]([Cl:15])[cH:21][n:20]1. Starting materials: CCO, NN, CCOC(=O)c1ncn2c1C1CCCN1C(=O)c1sccc1-2, O. Product: NNC(=O)c1ncn2c1C1CCCN1C(=O)c1sccc1-2. Reaction SMILES: [CH3:26][CH2:27][OH:28].[NH2:2][NH2:3].[O:4]=[C:5]1[c:6]2[c:7]([cH:23][cH:24][s:25]2)-[n:8]2[c:9]([c:15]([C:18]([O:20][CH2:19][CH3:21])=[O:22])[n:16][cH:17]2)[CH:10]2[N:11]1[CH2:12][CH2:13][CH2:14]2.[OH2:1]>>[NH:2]([NH2:3])[C:18]([c:15]1[c:9]2[n:8]([cH:17][n:16]1)-[c:7]1[c:6]([s:25][cH:24][cH:23]1)[C:5](=[O:4])[N:11]1[CH:10]2[CH2:14][CH2:13][CH2:12]1)=[O:20]. Reactants: C(C)(C)(C)OC(NC1=C(C=C(C(=C1)OCC)C(F)(F)F)N)=O ([2-amino-5-ethoxy-4-trifluoromethyl-phenyl]-carbamic acid tert-butyl ester), C(C)(C)(C)OC(CC(=O)C1=CC(=CC=C1)C1=CC(=NC(=C1)COC1OCCCC1)C)=O ((RS)-3-{3-[2-methyl-6-(tetrahydro-pyran-2-yloxymethyl)-pyridin-4-yl]-phenyl}-3-oxo-propionic acid tert-butyl ester). The product is C(C)(C)(C)OC(NC1=C(C=C(C(=C1)OCC)C(F)(F)F)NC(CC(=O)C1=CC(=CC=C1)C1=CC(=NC(=C1)COC1OCCCC1)C)=O)=O ((RS)-[5-Ethoxy-2-(3-{3-[2-methyl-6-(tetrahydro-pyran-2-yloxymethyl)-pyridin-4-yl]-phenyl}-3-oxo-propionylamino)-4-trifluoromethyl-phenyl]-carbamic acid tert-butyl ester), foam. Isolated yield 82.0%. As a reaction SMILES: [C:1]([O:5][C:6](=[O:22])[NH:7][C:8]1[CH:13]=[C:12]([O:14][CH2:15][CH3:16])[C:11]([C:17]([F:20])([F:19])[F:18])=[CH:10][C:9]=1[NH2:21])([CH3:4])([CH3:3])[CH3:2].C([O:27][C:28](=O)[CH2:29][C:30]([C:32]1[CH:37]=[CH:36][CH:35]=[C:34]([C:38]2[CH:43]=[C:42]([CH2:44][O:45][CH:46]3[CH2:51][CH2:50][CH2:49][CH2:48][O:47]3)[N:41]=[C:40]([CH3:52])[CH:39]=2)[CH:33]=1)=[O:31])(C)(C)C>>[C:1]([O:5][C:6](=[O:22])[NH:7][C:8]1[CH:13]=[C:12]([O:14][CH2:15][CH3:16])[C:11]([C:17]([F:20])([F:19])[F:18])=[CH:10][C:9]=1[NH:21][C:28](=[O:27])[CH2:29][C:30]([C:32]1[CH:37]=[CH:36][CH:35]=[C:34]([C:38]2[CH:43]=[C:42]([CH2:44][O:45][CH:46]3[CH2:51][CH2:50][CH2:49][CH2:48][O:47]3)[N:41]=[C:40]([CH3:52])[CH:39]=2)[CH:33]=1)=[O:31])([CH3:2])([CH3:3])[CH3:4]. Procedure details: The title compound was prepared from [2-amino-5-ethoxy-4-trifluoromethyl-phenyl]-carbamic acid tert-butyl ester (Example J6) (320 mg, 1.0 mmol) and (RS)-3-{3-[2-methyl-6-(tetrahydro-pyran-2-yloxymethyl)-pyridin-4-yl]-phenyl}-3-oxo-propionic acid tert-butyl ester (Example K64) (426 mg, 1.0 mmol) according to the general procedure M. Obtained as a light yellow foam (550 mg, 82%).